The task is: describe an organic reaction: reactants, conditions, products, and yield. This data is from the Open Reaction Database (ORD), a public repository of structured organic reaction records. The product is O=C1NC(=O)c2c(CCCCCCCCCCCCC3CNCCO3)cccc21. The reactants are O=C1NC(=O)c2c(CCCCCCCCCCCCBr)cccc21, C1COCCN1, CCOCC. As a reaction SMILES: [Br:1][CH2:2][CH2:3][CH2:4][CH2:5][CH2:6][CH2:7][CH2:8][CH2:9][CH2:10][CH2:11][CH2:12][CH2:13][c:14]1[c:15]2[c:16]([cH:22][cH:23][cH:24]1)[C:17](=[O:18])[NH:19][C:20]2=[O:21].[CH2:25]1[CH2:26][O:27][CH2:28][CH2:29][NH:30]1.[CH2:31]([O:32][CH2:33][CH3:34])[CH3:35]>>[CH2:2]([CH2:3][CH2:4][CH2:5][CH2:6][CH2:7][CH2:8][CH2:9][CH2:10][CH2:11][CH2:12][CH2:13][c:14]1[c:15]2[c:16]([cH:22][cH:23][cH:24]1)[C:17](=[O:18])[NH:19][C:20]2=[O:21])[CH:26]1[CH2:25][NH:30][CH2:29][CH2:28][O:27]1. Reactants: NC[C@@H]1CN(CC1)C(=O)OC(C)(C)C ((R)-3-aminomethyl-1-N-tert-butoxycarbonyl-pyrrolidine), ClC1=CC=C(S1)C(=O)O (5-chlorothiophene-2-carboxylic acid). Product: C(C)(C)(C)OC(=O)N1C[C@H](CC1)CNC(=O)C=1SC(=CC1)Cl ((R)-3-{[(5-chloro-thiophene-2-carbonyl)-amino]-methyl}-pyrrolidine-1-carboxylic acid tert-butyl ester). RXN SMILES: [NH2:1][CH2:2][C@H:3]1[CH2:7][CH2:6][N:5]([C:8]([O:10][C:11]([CH3:14])([CH3:13])[CH3:12])=[O:9])[CH2:4]1.[Cl:15][C:16]1[S:20][C:19]([C:21](O)=[O:22])=[CH:18][CH:17]=1>>[C:11]([O:10][C:8]([N:5]1[CH2:6][CH2:7][C@H:3]([CH2:2][NH:1][C:21]([C:19]2[S:20][C:16]([Cl:15])=[CH:17][CH:18]=2)=[O:22])[CH2:4]1)=[O:9])([CH3:14])([CH3:13])[CH3:12]. Reported procedure: 50.1 Using general procedure E, (R)-3-aminomethyl-1-N-tert-butoxycarbonyl-pyrrolidine was coupled with 5-chlorothiophene-2-carboxylic acid to give (R)-3-{[(5-chloro-thiophene-2-carbonyl)-amino]-methyl}-pyrrolidine-1-carboxylic acid tert-butyl ester. Brown oil. MS 345.0 ([M+H]+) Reactants: CC(C)(C)OC (MTBE), CCOCC (ether), CO (methanol), CC(C)(C)OC (MTBE), C4, CO (methanol), CC(C)(C)OC (MTBE). The product is C=C(C)C.CO.CC(C)(C)OC (isobutene methanol MTBE). Reaction SMILES: C[CH2:2][O:3]CC.CO.[CH3:8][C:9]([O:12][CH3:13])([CH3:11])[CH3:10]>>[CH2:8]=[C:9]([CH3:11])[CH3:10].[CH3:2][OH:3].[CH3:8][C:9]([O:12][CH3:13])([CH3:11])[CH3:10] |f:3.4.5|. Reported procedure: Another embodiment of the present invention is the use of pervaporation membranes to separate alcohols from ethers and/or hydrocarbons in a process for producing high purity alkenes by the decomposition of ethers. FIG. 4 depicts such a process for producing high purity isobutene by the decomposition of MTBE, although the present invention can be applied to other ether decomposition reactions. An impure C4 feed stream 70 is combined with a methanol feed stream 71 and recycled methanol stream 72 a... Starting materials: CCOC(=O)COc1ccc(Cl)cc1C1NCCc2cc(F)ccc21, CCN(C(C)C)C(C)C, O=C(Cl)OCc1ccccc1, ClCCl, Cl. The product is CCOC(=O)COc1ccc(Cl)cc1C1c2ccc(F)cc2CCN1C(=O)OCc1ccccc1. Reaction SMILES: [CH2:2]([CH3:3])[O:4][C:5]([CH2:6][O:7][c:8]1[c:9]([CH:15]2[NH:16][CH2:17][CH2:18][c:19]3[cH:20][c:21]([F:25])[cH:22][cH:23][c:24]32)[cH:10][c:11]([Cl:14])[cH:12][cH:13]1)=[O:26].[CH:27]([N:28]([CH2:29][CH3:30])[CH:31]([CH3:32])[CH3:33])([CH3:34])[CH3:35].[Cl:36][C:37](=[O:38])[O:39][CH2:40][c:41]1[cH:42][cH:43][cH:44][cH:45][cH:46]1.[Cl:47][CH2:48][Cl:49].[ClH:1]>>[CH2:2]([CH3:3])[O:4][C:5]([CH2:6][O:7][c:8]1[c:9]([CH:15]2[N:16]([C:37](=[O:38])[O:39][CH2:40][c:41]3[cH:42][cH:43][cH:44][cH:45][cH:46]3)[CH2:17][CH2:18][c:19]3[cH:20][c:21]([F:25])[cH:22][cH:23][c:24]32)[cH:10][c:11]([Cl:14])[cH:12][cH:13]1)=[O:26]. Starting materials: COC (methyl ether), C(CCC)[Li] (n-butyllithium), C1CCOC1 (THF), CC(=O)O (AcOH), B(OC)(OC)OC (trimethyl borate). The product is COC1=C(C2=C(OCCO2)C=C1)B(O)O (6-methoxy-2,3-dihydro-benzo[1,4]dioxin-5-yl-boronic acid). Yield: 98.0%. Reaction SMILES: [CH3:1][O:2][CH3:3].[CH2:4]([Li])CCC.[B:9]([O:14]C)([O:12]C)OC.[CH3:16][C:17]([OH:19])=O.[CH2:20]1[CH2:24][O:23][CH2:22][CH2:21]1>>[CH3:1][O:2][C:3]1[CH:4]=[CH:16][C:17]2[O:19][CH2:20][CH2:24][O:23][C:22]=2[C:21]=1[B:9]([OH:12])[OH:14]. Procedure details: To a solution of methyl ether X (10.0 g, 60 mmol) in 50 ml THF at −78° C. was added n-butyllithium (36 ml, 90 mmol, 2.5 M in hexanes) was added drop-wise. After 1 h the solution was warmed to rt. After 1 h the solution was cooled to −78° C. and trimethyl borate (13.6 ml, 120 mmol) was added. The solution was warmed to rt. After 16 h the mixture was quenched by the addition of water and resulting mixture was acidified with AcOH and extracted with ethyl acetate. The combined organics were washed w... The reactants are CC1=NC=NC(=C1NC(CCl)=O)C (N-(4,6-dimethylpyrimidin-5-yl)-chloroacetamide), C(C#C)Br (propargylbromide), [OH-].[Na+] (NaOH). The reagents and catalysts are [Cl-].C(CCC)[N+](CCCC)(CCCC)CCCC (tetrabutylammoniumchloride). Solvent: C(Cl)Cl (CH2Cl2), O (H2O). Run at time 2 hour. The product is C(C#C)N(C(CCl)=O)C=1C(=NC=NC1C)C (N-Propargyl-N-(4,6-dimethylpyrimidin-5-yl)-chloroacetamide), crystals. Reaction SMILES: [CH3:1][C:2]1[C:7]([NH:8][C:9](=[O:12])[CH2:10][Cl:11])=[C:6]([CH3:13])[N:5]=[CH:4][N:3]=1.[CH2:14](Br)[C:15]#[CH:16].[OH-].[Na+]>[Cl-].C([N+](CCCC)(CCCC)CCCC)CCC.C(Cl)Cl.O>[CH2:16]([N:8]([C:7]1[C:6]([CH3:13])=[N:5][CH:4]=[N:3][C:2]=1[CH3:1])[C:9](=[O:12])[CH2:10][Cl:11])[C:15]#[CH:14] |f:2.3,4.5|. Reported procedure: A mixture of 5.0 g (0.025 mol) N-(4,6-dimethylpyrimidin-5-yl)-chloroacetamide and 1.0 g tetrabutylammoniumchloride in 150 ml CH2Cl2 and 6.0 g propargylbromide is cooled to 8°, and 15 ml 50% aqueous NaOH are added dropwise thereto, whereby the temperature gradually rises to 20°. The reaction temperature is maintained at 18° to 20° with cooling. The mixture is stirred during 21/2 hours and then diluted with 100 ml H2O. The organic phase is separated off and dried over Na2SO4. The dried solution is... The reactants are NC1=C2N=CN(C2=NC(=N1)Cl)CC1=CC=CC=C1 (6-Amino-9-benzyl-2-chloropurine), C1(CCCCC1)N (cyclohexylamine), [OH-].[Na+] (sodium hydroxide). Solvent: C(CCC)O (1-butanol). Yields the product NC1=C2N=CN(C2=NC(=N1)NC1CCCCC1)CC1=CC=CC=C1 (6-Amino-9-benzyl-2-cyclohexylaminopurine). The yield is 46.3%. RXN SMILES: [NH2:1][C:2]1[N:10]=[C:9](Cl)[N:8]=[C:7]2[C:3]=1[N:4]=[CH:5][N:6]2[CH2:12][C:13]1[CH:18]=[CH:17][CH:16]=[CH:15][CH:14]=1.[CH:19]1([NH2:25])[CH2:24][CH2:23][CH2:22][CH2:21][CH2:20]1.[OH-].[Na+]>C(O)CCC>[NH2:1][C:2]1[N:10]=[C:9]([NH:25][CH:19]2[CH2:24][CH2:23][CH2:22][CH2:21][CH2:20]2)[N:8]=[C:7]2[C:3]=1[N:4]=[CH:5][N:6]2[CH2:12][C:13]1[CH:18]=[CH:17][CH:16]=[CH:15][CH:14]=1 |f:2.3|. Procedure: 6-Amino-9-benzyl-2-chloropurine (200 mg, 0.77 mmol) and cyclohexylamine (764 mg, 7.70 mmol) in 1-butanol (10 ml) were refluxed on heating for 60 hours. The reaction mixture was condensed in vacuo. To the residue was added 5N aqueous sodium hydroxide and the solution was extracted with chloroform. The organic layer was dried on sodium sulfate, filtered and the solvent in the filtrate was evaporated in vacuo. The residue was purified with silica gel chromatography (2% methanol/chloroform) to give ...